This data is from the Open Reaction Database (ORD), a public repository of structured organic reaction records. The task is: describe an organic reaction: reactants, conditions, products, and yield Reactants: COC(=O)CO, O=C(O)Cc1cccc(Oc2ccc(C(F)(F)F)cc2Cl)c1, Cc1ccc(S(=O)(=O)O)cc1, c1ccccc1. Yields the product COC(=O)COC(=O)Cc1cccc(Oc2ccc(C(F)(F)F)cc2Cl)c1. RXN SMILES: [CH3:23][O:24][C:25]([CH2:26][OH:27])=[O:28].[Cl:1][c:2]1[c:3]([O:4][c:5]2[cH:6][c:7]([CH2:11][C:12](=[O:13])[OH:14])[cH:8][cH:9][cH:10]2)[cH:15][cH:16][c:17]([C:19]([F:20])([F:21])[F:22])[cH:18]1.[c:29]1([CH3:30])[cH:31][cH:32][c:33]([S:34]([OH:35])(=[O:36])=[O:37])[cH:38][cH:39]1.[cH:40]1[cH:41][cH:42][cH:43][cH:44][cH:45]1>>[Cl:1][c:2]1[c:3]([O:4][c:5]2[cH:6][c:7]([CH2:11][C:12](=[O:13])[O:14][CH2:26][C:25]([O:24][CH3:23])=[O:28])[cH:8][cH:9][cH:10]2)[cH:15][cH:16][c:17]([C:19]([F:20])([F:21])[F:22])[cH:18]1. The reactants are BrC(F)(F)Br (dibromodifluoromethane), C1(=CC=CC=C1)CC(C)N (3-phenylpropan-2-amine), [OH-].[K+] (potassium hydroxide), [OH-].[K+] (potassium hydroxide). Solvent: CO (methanol), C(CCC)O (n-butanol). Run at time 2 hour. Product: C1(=CC=CC=C1)C[C@@H](\C=C/C1=CC=CC=C1)N ((2S,3Z)-1,4-Diphenylbut-3-en-2-amine). As a reaction SMILES: [OH-].[K+].BrC(Br)(F)F.[C:8]1([CH2:14][CH:15]([NH2:17])[CH3:16])[CH:13]=[CH:12][CH:11]=[CH:10][CH:9]=1>CO.C(O)CCC>[C:8]1([CH2:14][C@H:15]([NH2:17])/[CH:16]=[CH:14]\[C:8]2[CH:13]=[CH:12][CH:11]=[CH:10][CH:9]=2)[CH:13]=[CH:12][CH:11]=[CH:10][CH:9]=1 |f:0.1|. Procedure: 552.7 mg (9.85 mmol) potassium hydroxide was dissolved in methanol, absorbed onto 1.1 g aluminum oxide and then dried in a high vacuum. At 5-10° C., 307 μL (3.3 mmol) dibromodifluoromethane was added by drops to a solution of 240 mg (0.82 mmol) (2S)-1-benzylsulfonyl)-3-phenylpropan-2-amine and 1.56 g of the potassium hydroxide prepared in this way on aluminum oxide in 6.2 mL n-butanol. The reaction mixture was stirred for two hours at RT, then filtered through Celite, and the residue was rewashe... Reactants: CC1NCCC2=CC=CC=C12 (1-methyl-1,2,3,4-tetrahydroisoquinoline), ClC1=NC(=C2C(N1)=CC=C2)Cl (2,4-dichlorocyclopenta[d]pyrimidine). Product: CC1N(CCC2=CC=CC=C12)C1=C2C(NC(=N1)Cl)=CC=C2 (4-(1-Methyl-1,2,3,4-tetrahydroisoquinolin-2-yl)-2-chlorocyclopenta[d]pyrimidine). The yield is 62.4%. As a reaction SMILES: [CH3:1][CH:2]1[C:11]2[C:6](=[CH:7][CH:8]=[CH:9][CH:10]=2)[CH2:5][CH2:4][NH:3]1.[Cl:12][C:13]1[NH:18][C:17]2=[CH:19][CH:20]=[CH:21][C:16]2=[C:15](Cl)[N:14]=1>>[CH3:1][CH:2]1[C:11]2[C:6](=[CH:7][CH:8]=[CH:9][CH:10]=2)[CH2:5][CH2:4][N:3]1[C:15]1[N:14]=[C:13]([Cl:12])[NH:18][C:17]2=[CH:19][CH:20]=[CH:21][C:16]=12. Procedure: In accordance with the same procedure as in Step 1 of Example 1, except that 1-methyl-1,2,3,4-tetrahydroisoquinoline(1.7 g, 11.55 mmol) and 2,4-dichlorocyclopenta[d]pyrimidine(2.0 g, 10.5 mmol) prepared in the above Step 3 were used as starting materials, 1.95 g of the title compound was prepared. (Yield: 62%)